This data is from the Open Reaction Database (ORD), a public repository of structured organic reaction records. The task is: describe an organic reaction: reactants, conditions, products, and yield Starting materials: C1(=CC=CC=C1)OC (Anisole), ClC1=CC=C(C=C1)/C(=C\[C@@H]1N(C(CC1)=O)CC1=C(C=C(C=C1)OC)OC)/C1=CC=C(C(N1)=O)C=1C=NNC1 (6-{(E)-1-(4-chlorophenyl)-2-[(2R)-1-(2,4-dimethoxybenzyl)-5-oxopyrrolidin-2-yl]ethenyl}-3-(1H-pyrazol-4-yl)pyridin-2(1H)-one). Run in FC(C(=O)O)(F)F (trifluoroacetic acid). Conditions: temperature 70 celsius, time 5 hour. Product: ClC1=CC=C(C=C1)/C(=C\[C@@H]1NC(CC1)=O)/C1=CC=C(C(N1)=O)C=1C=NNC1 (6-{(E)-1-(4-Chlorophenyl)-2-[(2R)-5-oxopyrrolidin-2-yl]ethenyl}-3-(1H-pyrazol-4-yl)pyridin-2(1H)-one). Yield: 71.4%. As a reaction SMILES: C1(OC)C=CC=CC=1.[Cl:9][C:10]1[CH:15]=[CH:14][C:13](/[C:16](/[C:35]2[NH:40][C:39](=[O:41])[C:38]([C:42]3[CH:43]=[N:44][NH:45][CH:46]=3)=[CH:37][CH:36]=2)=[CH:17]\[C@H:18]2[CH2:22][CH2:21][C:20](=[O:23])[N:19]2CC2C=CC(OC)=CC=2OC)=[CH:12][CH:11]=1>FC(F)(F)C(O)=O>[Cl:9][C:10]1[CH:11]=[CH:12][C:13](/[C:16](/[C:35]2[NH:40][C:39](=[O:41])[C:38]([C:42]3[CH:46]=[N:45][NH:44][CH:43]=3)=[CH:37][CH:36]=2)=[CH:17]\[C@H:18]2[CH2:22][CH2:21][C:20](=[O:23])[NH:19]2)=[CH:14][CH:15]=1. Reported procedure: Anisole (0.5 mL) was added to a solution of 6-{(E)-1-(4-chlorophenyl)-2-[(2R)-1-(2,4-dimethoxybenzyl)-5-oxopyrrolidin-2-yl]ethenyl}-3-(1H-pyrazol-4-yl)pyridin-2(1H)-one (100 mg) in trifluoroacetic acid (1 mL), and the mixture was stirred at 70° C. for five hours. The solvent was evaporated under reduced pressure. The residue was purified by silica gel column chromatography (chloroform:methanol=1:0→9:1) and recrystallized from ethyl acetate-hexane to give the title compound as a pale yellow powde... Reactants: [N+](=O)([O-])C=1C=C(CNC(=O)C2=C(SC(=C2)CC)NC(=O)C2CCC(CC2)C(=O)O)C=CC1 (4-{3-[(3-nitrobenzyl)carbamoyl]-5-ethylthiophen-2-ylcarbamoyl}cyclohexanecarboxylic acid). The reagents and catalysts are [Ni] (Raney nickel). Run in CO (methanol). The product is NC=1C=C(CNC(=O)C2=C(SC(=C2)CC)NC(=O)C2CCC(CC2)C(=O)O)C=CC1 (4-{3-[(3-aminobenzyl)carbamoyl]-5-ethylthiophen-2-ylcarbamoyl}cyclohexanecarboxylic acid). As a reaction SMILES: [N+:1]([C:4]1[CH:5]=[C:6]([CH:30]=[CH:31][CH:32]=1)[CH2:7][NH:8][C:9]([C:11]1[CH:15]=[C:14]([CH2:16][CH3:17])[S:13][C:12]=1[NH:18][C:19]([CH:21]1[CH2:26][CH2:25][CH:24]([C:27]([OH:29])=[O:28])[CH2:23][CH2:22]1)=[O:20])=[O:10])([O-])=O>CO.[Ni]>[NH2:1][C:4]1[CH:5]=[C:6]([CH:30]=[CH:31][CH:32]=1)[CH2:7][NH:8][C:9]([C:11]1[CH:15]=[C:14]([CH2:16][CH3:17])[S:13][C:12]=1[NH:18][C:19]([CH:21]1[CH2:26][CH2:25][CH:24]([C:27]([OH:29])=[O:28])[CH2:23][CH2:22]1)=[O:20])=[O:10]. Procedure: A solution of 4-{3-[(3-nitrobenzyl)carbamoyl]-5-ethylthiophen-2-ylcarbamoyl}cyclohexanecarboxylic acid in methanol is hydrogenated in the presence of Raney nickel. The catalyst is filtered off and the solution is concentrated. After recrystallization, 4-{3-[(3-aminobenzyl)carbamoyl]-5-ethylthiophen-2-ylcarbamoyl}cyclohexanecarboxylic acid is obtained. Reactants: COc1ncccc1CN1CCC(CC(=O)c2ccccc2NS(C)(=O)=O)CC1, CC#N, Cl. Product: CS(=O)(=O)Nc1ccccc1C(=O)CC1CCN(Cc2ccc[nH]c2=O)CC1. RXN SMILES: [CH3:1][O:2][c:3]1[n:4][cH:5][cH:6][cH:7][c:8]1[CH2:9][N:10]1[CH2:11][CH2:12][CH:13]([CH2:16][C:17](=[O:18])[c:19]2[c:20]([NH:25][S:26](=[O:27])(=[O:28])[CH3:29])[cH:21][cH:22][cH:23][cH:24]2)[CH2:14][CH2:15]1.[CH3:31][C:32]#[N:33].[ClH:30]>>[O:2]=[c:3]1[nH:4][cH:5][cH:6][cH:7][c:8]1[CH2:9][N:10]1[CH2:11][CH2:12][CH:13]([CH2:16][C:17](=[O:18])[c:19]2[c:20]([NH:25][S:26](=[O:27])(=[O:28])[CH3:29])[cH:21][cH:22][cH:23][cH:24]2)[CH2:14][CH2:15]1. The reactants are C(#C)C=1C(=NOC1C)C1=CC=CC=C1 (4-ethynyl-5-methyl-3-phenyl-isoxazole), IC=1N=C(NC1)C (4-iodo-2-methyl-1H-imidazole). Product: CC1=C(C(=NO1)C1=CC=CC=C1)C#CC=1NC(=NC1)C (5-Methyl-4-(2-methyl-3H-imidazol-4-ylethynyl)-3-phenyl-isoxazole). Isolated yield 13.0%. As a reaction SMILES: [C:1]([C:3]1[C:4]([C:9]2[CH:14]=[CH:13][CH:12]=[CH:11][CH:10]=2)=[N:5][O:6][C:7]=1[CH3:8])#[CH:2].I[C:16]1[N:17]=[C:18]([CH3:21])[NH:19][CH:20]=1>>[CH3:8][C:7]1[O:6][N:5]=[C:4]([C:9]2[CH:14]=[CH:13][CH:12]=[CH:11][CH:10]=2)[C:3]=1[C:1]#[C:2][C:16]1[NH:17][C:18]([CH3:21])=[N:19][CH:20]=1. Procedure details: As described for example 11c, 4-ethynyl-5-methyl-3-phenyl-isoxazole (73 mg, 0.40 mmol) was converted using (4-iodo-2-methyl-1H-imidazole instead of 2-chloro-4-iodopyridine) to the title compound (SiO2, heptane:ethyl acetate=95:5 to 0:100, 14 mg, 13%) which was obtained as a light brown solid. MS: m/e=264.2 [M+H]+. The reactants are CNCCNC (N1,N2-dimethylethane-1,2-diamine), BrC1=C(N)C(=CC=C1)C (2-Bromo-6-methylaniline), ClC=1C(=NNC1)C (4-chloro-3-methyl-1H-pyrazole), C([O-])([O-])=O.[K+].[K+] (potassium carbonate). Reagents/catalysts: [Cu]I (copper(I) iodide). Solvent: C1(=CC=CC=C1)C (Toluene), CCOC(=O)C (EtOAc), [Cl-].[NH4+].[OH-].[NH4+] (ammonium chloride ammonium hydroxide). Run at temperature 110 celsius, time 18 hour. The product is ClC=1C(=NN(C1)C1=C(N)C(=CC=C1)C)C (2-(4-chloro-3-methyl-1H-pyrazol-1-yl)-6-methylaniline). RXN SMILES: Br[C:2]1[CH:8]=[CH:7][CH:6]=[C:5]([CH3:9])[C:3]=1[NH2:4].[Cl:10][C:11]1[C:12]([CH3:16])=[N:13][NH:14][CH:15]=1.C(=O)([O-])[O-].[K+].[K+].CNCCNC>CCOC(C)=O.[Cl-].[NH4+].[OH-].[NH4+].[Cu]I.C1(C)C=CC=CC=1>[Cl:10][C:11]1[C:12]([CH3:16])=[N:13][N:14]([C:2]2[CH:8]=[CH:7][CH:6]=[C:5]([CH3:9])[C:3]=2[NH2:4])[CH:15]=1 |f:2.3.4,7.8.9.10|. Reported procedure: 2-Bromo-6-methylaniline (1.080 mL, 8.58 mmol), 4-chloro-3-methyl-1H-pyrazole (1.0 g, 8.58 mmol), potassium carbonate (2.49 g, 18.02 mmol), and copper(I) iodide (0.082 g, 0.429 mmol) were added to a RBF which was evacuated and flushed with N2 3×. Toluene (9 mL) (degassed by bubbling N2 through solution for 10 minutes) and N1,N2-dimethylethane-1,2-diamine (0.185 mL, 1.716 mmol) were added and the mixture was heated in an oil bath at 110° C. After 18 h, the reaction was allowed to cool, diluted wit... The reactants are CSC1=CC=C(CCl)C=C1 (4-Methylmercaptobenzyl chloride), C(C)OP(OCC)OCC (triethylphosphite), CSC1=CC=C(CCl)C=C1 (4-methylmercaptobenzyl chloride). Product: CSC1=CC=C(CP(OCC)(OCC)=O)C=C1 (Diethyl 4-Methylmercaptobenzylphosphonate). As a reaction SMILES: [CH3:1][S:2][C:3]1[CH:10]=[CH:9][C:6]([CH2:7]Cl)=[CH:5][CH:4]=1.[CH2:11]([O:13][P:14]([O:18]CC)[O:15][CH2:16][CH3:17])[CH3:12]>>[CH3:1][S:2][C:3]1[CH:10]=[CH:9][C:6]([CH2:7][P:14](=[O:18])([O:15][CH2:16][CH3:17])[O:13][CH2:11][CH3:12])=[CH:5][CH:4]=1. Procedure: 4-Methylmercaptobenzyl chloride (160 g, 0.94 mol) was added dropwise, under nitrogen, with stirring to 183 g (1.1 mole) of triethylphosphite which was heated at reflux. When the addition of the 4-methylmercaptobenzyl chloride was completed, the mixture was refluxed for additional 4 hours. The product was distilled in vacuo to yield 229 g (89%) of water clear, viscous liquid bp 142°-145° C. (0.025 mm).